From a dataset of the Open Reaction Database (ORD), a public repository of structured organic reaction records. describe an organic reaction: reactants, conditions, products, and yield The reactants are [OH-].[Na+] (Sodium hydroxide), OC1=CC=C(C=O)C=C1 (p-hydroxybenzaldehyde), [OH-].[Na+] (sodium hydroxide), [OH-].[Na+] (sodium hydroxide), ClC(F)F (chlorodifluoromethane), ClC(F)F (chlorodifluoromethane), ClC(F)F (chlorodifluoromethane). Solvent: O1CCOCC1 (dioxane), O (water), O (water). Run at temperature 70 celsius. Product: FC(OC1=CC=C(C=O)C=C1)F (p-Difluoromethoxybenzaldehyde). Isolated yield 59.4%. RXN SMILES: [OH-].[Na+].[OH:3][C:4]1[CH:11]=[CH:10][C:7]([CH:8]=[O:9])=[CH:6][CH:5]=1.Cl[CH:13]([F:15])[F:14]>O1CCOCC1.O>[F:14][CH:13]([F:15])[O:3][C:4]1[CH:11]=[CH:10][C:7]([CH:8]=[O:9])=[CH:6][CH:5]=1 |f:0.1|. Procedure details: Sodium hydroxide (48 g; 1.2 mole) is added to a stirred suspension of p-hydroxybenzaldehyde (48.9 g; 0.4 mole) in dioxane (142 ml) and water (87 ml). The mixture is heated to 70° C. and chlorodifluoromethane (33 g) added slowly. When this addition is completed, 50% sodium hydroxide solution (32 ml) is added to the reaction mixture, followed by the slow addition of chlorodifluoromethane (33 g). This recharging is repeated three times, and a total of 96 g (2.4 mole) of sodium hydroxide and 133 g (... Reactants: COc1cc(C2=C(c3cn(CCCBr)c4ccccc34)C(=O)NC2=O)c2occc2c1, CNC, CN1CCCC1=O. The product is COc1cc(C2=C(c3cn(CCCN(C)C)c4ccccc34)C(=O)NC2=O)c2occc2c1. RXN SMILES: [CH3:1][O:2][c:3]1[cH:4][c:5]([C:12]2=[C:16]([c:17]3[cH:18][n:19]([CH2:26][CH2:27][CH2:28][Br:29])[c:20]4[cH:21][cH:22][cH:23][cH:24][c:25]34)[C:15](=[O:30])[NH:14][C:13]2=[O:31])[c:6]2[c:7]([cH:8][cH:9][o:10]2)[cH:11]1.[CH3:32][NH:33][CH3:34].[CH3:35][N:36]1[CH2:37][CH2:38][CH2:39][C:40]1=[O:41]>>[CH3:1][O:2][c:3]1[cH:4][c:5]([C:12]2=[C:16]([c:17]3[cH:18][n:19]([CH2:26][CH2:27][CH2:28][N:33]([CH3:32])[CH3:34])[c:20]4[cH:21][cH:22][cH:23][cH:24][c:25]34)[C:15](=[O:30])[NH:14][C:13]2=[O:31])[c:6]2[c:7]([cH:8][cH:9][o:10]2)[cH:11]1. Starting materials: Cl (hydrochloric acid), C(C)OC1=C(C=C(C=C1)OCC)OCC (1,2,4-triethoxybenzene), C1(\C=C/C(=O)O1)=O (maleic anhydride), [Cl-].[Al+3].[Cl-].[Cl-] (aluminum chloride). The solvent is C(Cl)(Cl)(Cl)Cl (carbon tetrachloride). Conditions: temperature 50 celsius, time 1 hour. Yields the product C(C)OC1=C(C(=O)/C=C/C(=O)O)C=C(C(=C1)OCC)OCC (3-(2',4',5'-triethoxybenzoyl)-trans-acrylic acid). As a reaction SMILES: [CH2:1]([O:3][C:4]1[CH:9]=[CH:8][C:7]([O:10][CH2:11][CH3:12])=[CH:6][C:5]=1[O:13][CH2:14][CH3:15])[CH3:2].[C:16]1(=[O:22])[O:21][C:19](=[O:20])[CH:18]=[CH:17]1.[Cl-].[Al+3].[Cl-].[Cl-].Cl>C(Cl)(Cl)(Cl)Cl>[CH2:11]([O:10][C:7]1[CH:6]=[C:5]([O:13][CH2:14][CH3:15])[C:4]([O:3][CH2:1][CH3:2])=[CH:9][C:8]=1[C:16](/[CH:17]=[CH:18]/[C:19]([OH:21])=[O:20])=[O:22])[CH3:12] |f:2.3.4.5|. Reported procedure: To a mixture of 2.1 parts by weight of 1,2,4-triethoxybenzene, 1.2 part by weight of maleic anhydride and 30 parts by volume of carbon tetrachloride is added 5.2 parts by weight of anhydrous aluminum chloride. The mixture is stirred for 1 hour and heated at 50°C for another 1 hour. After cooling, concentrated hydrochloric acid and ice are added to the mixture. The mixture is extracted with methylenechloride and the methylenechloride layer is washed with water and dried over anhydrous sodium sulf... The reactants are COC(=O)c1sc(Br)cc1NC(=O)C(F)(F)F, CO, [K+], [K+], O=C([O-])[O-], O. Yields the product COC(=O)c1sc(Br)cc1N. Reaction SMILES: [Br:1][c:2]1[cH:3][c:4]([NH:11][C:12](=[O:13])[C:14]([F:15])([F:16])[F:17])[c:5]([C:7](=[O:8])[O:9][CH3:10])[s:6]1.[CH3:18][OH:19].[K+:21].[K+:22].[O-:23][C:24]([O-:25])=[O:26].[OH2:20]>>[Br:1][c:2]1[cH:3][c:4]([NH2:11])[c:5]([C:7](=[O:8])[O:9][CH3:10])[s:6]1.